From a dataset of the Open Reaction Database (ORD), a public repository of structured organic reaction records. describe an organic reaction: reactants, conditions, products, and yield The solvent is C(Cl)Cl (DCM). Reaction SMILES: C[O:2][C:3]1[CH:24]=[CH:23][C:6](/[CH:7]=[CH:8]/[C:9]2[S:13][C:12]([C:14]3[CH:22]=[CH:21][C:17]([N:18]([CH3:20])[CH3:19])=[CH:16][CH:15]=3)=[N:11][CH:10]=2)=[CH:5][CH:4]=1.B(Br)(Br)Br.C([O-])(O)=O.[Na+]>C(Cl)Cl>[CH3:20][N:18]([CH3:19])[C:17]1[CH:16]=[CH:15][C:14]([C:12]2[S:13][C:9](/[CH:8]=[CH:7]/[C:6]3[CH:5]=[CH:4][C:3]([OH:2])=[CH:24][CH:23]=3)=[CH:10][N:11]=2)=[CH:22][CH:21]=1 |f:2.3|. Starting materials: COC1=CC=C(/C=C/C2=CN=C(S2)C2=CC=C(N(C)C)C=C2)C=C1 ((E)-4-(5-(4-methoxystyryl)thiazol-2-yl)-N,N-dimethylaniline), B(Br)(Br)Br (BBr3), C(=O)(O)[O-].[Na+] (NaHCO3). Run at temperature 0 celsius, time 3 hour. Reported procedure: To a 10 mL round bottomed flask equipped with a magnetic stir bar containing DCM (5 mL) was placed 264 (0.1 g, 0.3 mmol), the reaction mixture was cooled to 0° C., BBr3 (0.8 mL of 1M in DCM) was added drop wise and was stirred at RT for 3 hrs. The reaction was neutralized with sat. NaHCO3, extracted into DCM (3×15 mL). The combined organic extracts were washed with water (15 mL), brine (15 mL), dried over MgSO4 and concentrated in vacuo. The residue was purified over silica gel using THF:Hexanes... Yields the product CN(C1=CC=C(C=C1)C=1SC(=CN1)/C=C/C1=CC=C(C=C1)O)C ((E)-4-(2-(2-(4-(dimethylamino)phenyl)thiazol-5-yl)vinyl)phenol). Reported procedure: Scheme IX illustrates the preparation of aldehydes 21. For example, a compound of formula 20 wherein R3, R4 and R5 are hydrogen, i.e., 3-(3-hydroxyphenyl)propionic acid, (3.0 g, 0.018 mol, Aldrich Chemical Comp, Cat 1279), NaOH (6 g, 0.15 mol), water (40 mL), and chloroform (40 ml) were combined and heated at 70° C. for 12 h in a 100 ml round bottom flask. The solution is acidified to pH 4, extracted with EtOAc (2×30 mL), dried (MgSO4), filtered, and concentrated under reduced pressure to give 3... Reactants: [OH-].[Na+] (NaOH), aldehydes, OC=1C=C(C=CC1)CCC(=O)O (3-(3-hydroxyphenyl)propionic acid), C(Cl)(Cl)Cl (chloroform), formula 20, [H][H] (hydrogen), O (water). Run at temperature 70 celsius. As a reaction SMILES: [H][H].[OH:3][C:4]1[CH:5]=[C:6]([CH2:10][CH2:11][C:12]([OH:14])=O)[CH:7]=[CH:8][CH:9]=1.[OH-:15].[Na+].[OH2:17].[CH:18](Cl)(Cl)Cl>>[CH:18]([C:9]1[CH:8]=[CH:7][C:6]([CH2:10][CH2:11][C:12]([OH:14])=[O:17])=[CH:5][C:4]=1[OH:3])=[O:15] |f:2.3|. The product is C(=O)C1=C(C=C(C=C1)CCC(=O)O)O (3-(4-formyl-3-hydroxy phenyl)propionic acid).